Dataset: the Open Reaction Database (ORD), a public repository of structured organic reaction records. Task: describe an organic reaction: reactants, conditions, products, and yield Starting materials: S(=O)(=O)([O-])[O-].[Na+].[Na+] (sodium sulfate), product, O(C1=CC=CC=C1)C1=C(C#N)C(=CC=C1)NC1=C(C=CC=C1F)F (2-phenoxy-6-(2,6-difluorophenylamino)benzonitrile), [H-].[Al+3].[Li+].[H-].[H-].[H-] (Lithium aluminum hydride). Run in O1CCCC1 (tetrahydrofuran). The product is O(C1=CC=CC=C1)C1=C(CN)C(=CC=C1)NC1=CC=CC=C1 (2-Phenoxy-6-(phenylamino)benzylamine). RXN SMILES: [O:1]([C:8]1[CH:15]=[CH:14][CH:13]=[C:12]([NH:16][C:17]2[C:22](F)=[CH:21][CH:20]=[CH:19][C:18]=2F)[C:9]=1[C:10]#[N:11])[C:2]1[CH:7]=[CH:6][CH:5]=[CH:4][CH:3]=1.[H-].[Al+3].[Li+].[H-].[H-].[H-].S([O-])([O-])(=O)=O.[Na+].[Na+]>O1CCCC1>[O:1]([C:8]1[CH:15]=[CH:14][CH:13]=[C:12]([NH:16][C:17]2[CH:22]=[CH:21][CH:20]=[CH:19][CH:18]=2)[C:9]=1[CH2:10][NH2:11])[C:2]1[CH:3]=[CH:4][CH:5]=[CH:6][CH:7]=1 |f:1.2.3.4.5.6,7.8.9|. Procedure: The product of example 1b above, 2-phenoxy-6-(2,6-difluorophenylamino)benzonitrile, (0.34 g, 1.06 mmol) was dissolved in dry tetrahydrofuran (40 mL) and stirred under argon in a room temperature water bath. Lithium aluminum hydride (0.384 g, 10.1 mmol) was added, and the reaction mixture was heated to 65° C. for 0.5 hour. The reaction mixture was cooled to room temperature and anhydrous sodium sulfate was added followed by quenching by the addition of a freshly prepared saturated solution of anh...